This data is from the Open Reaction Database (ORD), a public repository of structured organic reaction records. The task is: describe an organic reaction: reactants, conditions, products, and yield The reactants are [Li+].C[Si](C)(C)[N-][Si](C)(C)C (LiHMDS), ClC1=CC=C(C=C1)S(=O)(=O)N1C2CC(CC1CCC2)=O (9-(4-chloro-benzenesulfonyl)-9-aza-bicyclo[3.3.1]nonan-3-one), CI (MeI). Solvent: C1CCOC1 (THF), C1CCOC1 (THF). Reaction conditions: temperature -78 celsius, time 2.5 hour. Product: ClC1=CC=C(C=C1)S(=O)(=O)N1C2C(C(CC1CCC2)=O)C (9-(4-chloro-benzenesulfonyl)-2-methyl-9-aza-bicyclo[3.3.1]nonan-3-one). As a reaction SMILES: [Cl:1][C:2]1[CH:7]=[CH:6][C:5]([S:8]([N:11]2[CH:16]3[CH2:17][CH2:18][CH2:19][CH:12]2[CH2:13][C:14](=[O:20])[CH2:15]3)(=[O:10])=[O:9])=[CH:4][CH:3]=1.[Li+].[CH3:22][Si]([N-][Si](C)(C)C)(C)C.CI>C1COCC1>[Cl:1][C:2]1[CH:3]=[CH:4][C:5]([S:8]([N:11]2[CH:16]3[CH2:17][CH2:18][CH2:19][CH:12]2[CH:13]([CH3:22])[C:14](=[O:20])[CH2:15]3)(=[O:9])=[O:10])=[CH:6][CH:7]=1 |f:1.2|. Reported procedure: To a stirring mixture of 9-(4-chloro-benzenesulfonyl)-9-aza-bicyclo[3.3.1]nonan-3-one (550 mg, 1.75 mmol) in THF (2 mL) at −78° C. was added LiHMDS in THF (2.62 mL, 1.0 M in THF, 2.62 mmol) dropwise over 15 min. The resulting mixture was allowed to stir at −78° C. for 30 min before the addition of MeI (1.24 g, 8.75 mmol). The reaction mixture was stirred at −78° C. for 2.5 h before it was allowed to warm up to room temperature for 15 min. The reaction mixture was quenched by the addition of a sa... Starting materials: CO, c1cc(OCC2CO2)ccc1CCOCC1CC1, N. Yields the product NCC(O)COc1ccc(CCOCC2CC2)cc1. RXN SMILES: [CH3:20][OH:21].[CH:1]1([CH2:4][O:5][CH2:6][CH2:7][c:8]2[cH:9][cH:10][c:11]([O:12][CH2:13][CH:14]3[CH2:15][O:16]3)[cH:17][cH:18]2)[CH2:2][CH2:3]1.[NH3:19]>>[CH:1]1([CH2:4][O:5][CH2:6][CH2:7][c:8]2[cH:9][cH:10][c:11]([O:12][CH2:13][CH:14]([CH2:15][NH2:19])[OH:16])[cH:17][cH:18]2)[CH2:2][CH2:3]1. The reactants are c1ccc(CN2CCN(c3cccc4[nH]ccc34)CC2)cc1, CCCC[N+](CCCC)(CCCC)CCCC, Cc1ccccc1, O=S(=O)(Cl)c1cc(Cl)cc(Cl)c1, [Na+], [OH-], O, O=S(=O)([O-])O. Product: O=S(=O)(c1cc(Cl)cc(Cl)c1)n1ccc2c(N3CCN(Cc4ccccc4)CC3)cccc21. As a reaction SMILES: [CH2:1]([c:2]1[cH:3][cH:4][cH:5][cH:6][cH:7]1)[N:8]1[CH2:9][CH2:10][N:11]([c:14]2[c:15]3[cH:16][cH:17][nH:18][c:19]3[cH:20][cH:21][cH:22]2)[CH2:12][CH2:13]1.[CH2:40]([N+:41]([CH2:42][CH2:43][CH2:44][CH3:45])([CH2:46][CH2:47][CH2:48][CH3:49])[CH2:50][CH2:51][CH2:52][CH3:53])[CH2:54][CH2:55][CH3:56].[CH3:57][c:58]1[cH:59][cH:60][cH:61][cH:62][cH:63]1.[Cl:23][c:24]1[cH:25][c:26]([S:31](=[O:32])(=[O:33])[Cl:34])[cH:27][c:28]([Cl:30])[cH:29]1.[Na+:65].[OH-:64].[OH2:66].[S:35]([O-:36])([OH:37])(=[O:38])=[O:39]>>[CH2:1]([c:2]1[cH:3][cH:4][cH:5][cH:6][cH:7]1)[N:8]1[CH2:9][CH2:10][N:11]([c:14]2[c:15]3[cH:16][cH:17][n:18]([S:31]([c:26]4[cH:25][c:24]([Cl:23])[cH:29][c:28]([Cl:30])[cH:27]4)(=[O:32])=[O:33])[c:19]3[cH:20][cH:21][cH:22]2)[CH2:12][CH2:13]1.